From a dataset of the Open Reaction Database (ORD), a public repository of structured organic reaction records. describe an organic reaction: reactants, conditions, products, and yield Reactants: NC1=CC=C(CN2C(=NC(=C2CC(=O)OC)Cl)CCCC)C=C1 (methyl 1-(4-aminobenzyl)-2-butyl-4-chloroimidazole-5-acetate), C(C1=CC=CC=C1)=O (benzaldehyde), C(C1=CC=CC=C1)=O (benzaldehyde), Al2O3. Run in C1CCOC1 (THF). Reaction conditions: time 8 hour. Product: C(C1=CC=CC=C1)NC1=CC=C(CN2C(=NC(=C2CC(=O)OC)Cl)CCCC)C=C1 (Methyl 1-[4-(N-benzylamino)-benzyl]-2-butyl-4-chloroimidazole-5-acetate). Isolated yield 57.9%. Reaction SMILES: [NH2:1][C:2]1[CH:23]=[CH:22][C:5]([CH2:6][N:7]2[C:11]([CH2:12][C:13]([O:15][CH3:16])=[O:14])=[C:10]([Cl:17])[N:9]=[C:8]2[CH2:18][CH2:19][CH2:20][CH3:21])=[CH:4][CH:3]=1.[CH:24](=O)[C:25]1[CH:30]=[CH:29][CH:28]=[CH:27][CH:26]=1>C1COCC1>[CH2:24]([NH:1][C:2]1[CH:3]=[CH:4][C:5]([CH2:6][N:7]2[C:11]([CH2:12][C:13]([O:15][CH3:16])=[O:14])=[C:10]([Cl:17])[N:9]=[C:8]2[CH2:18][CH2:19][CH2:20][CH3:21])=[CH:22][CH:23]=1)[C:25]1[CH:30]=[CH:29][CH:28]=[CH:27][CH:26]=1. Procedure: A mixture of methyl 1-(4-aminobenzyl)-2-butyl-4-chloroimidazole-5-acetate (1.00 g, 3.0 mmol, 1 eq), benzaldehyde (0.30 mL, 3.0 mmol, 1 eq), 4 Å powdered molecular sieves (enough to make a slurry) and 40 mL THF was stirred overnight. The next day, more benzaldehyde (0.2 mL) and acidic Al2O3 (activity 1, 1 g) were added and the slurry stirred another 24 hours. The solids were filtered and the solvent from the filtrate removed in vacuo. The residue was dissolved in methanol (10 mL) and sodium cyano... Reactants: CC#N, CS(=O)(=O)NC1CCN(C(=O)Cn2nc(-c3ccncc3)cc2Cc2ccc(F)cc2)CC1, O=P(O)(O)O. The product is CS(=O)(=O)NC1CCN(C(=O)Cn2nc(-c3ccncc3)cc2Cc2ccc(F)cc2)CC1, O=P([O-])([O-])[O-]. RXN SMILES: [CH3:39][C:40]#[N:41].[F:1][c:2]1[cH:3][cH:4][c:5]([CH2:6][c:7]2[cH:8][c:9](-[c:26]3[cH:27][cH:28][n:29][cH:30][cH:31]3)[n:10][n:11]2[CH2:12][C:13](=[O:14])[N:15]2[CH2:16][CH2:17][CH:18]([NH:21][S:22](=[O:23])(=[O:24])[CH3:25])[CH2:19][CH2:20]2)[cH:32][cH:33]1.[P:34]([OH:35])([OH:36])([OH:37])=[O:38]>>[F:1][c:2]1[cH:3][cH:4][c:5]([CH2:6][c:7]2[cH:8][c:9](-[c:26]3[cH:27][cH:28][n:29][cH:30][cH:31]3)[n:10][n:11]2[CH2:12][C:13](=[O:14])[N:15]2[CH2:16][CH2:17][CH:18]([NH:21][S:22](=[O:23])(=[O:24])[CH3:25])[CH2:19][CH2:20]2)[cH:32][cH:33]1.[P:34](=[O:35])([O-:36])([O-:37])[O-:38].